From a dataset of the Open Reaction Database (ORD), a public repository of structured organic reaction records. describe an organic reaction: reactants, conditions, products, and yield Reactants: C1(=CC=CC=C1)C (toluene), C(C)(C)(C)OC(=O)N1CCN(CC1)C1=NC=C(C=C1C)Br (4-(5-bromo-3-methylpyridin-2-yl)piperazine-1-carboxylic acid tert-butyl ester), P(=O)([O-])([O-])[O-].[K+].[K+].[K+] (tripotassium phosphate), C1(CC1)B(O)O (cyclopropylboronic acid). The reagents and catalysts are C1CCC(CC1)P(C2CCCCC2)C3CCCCC3.C1CCC(CC1)P(C2CCCCC2)C3CCCCC3.[Cl-].[Cl-].[Pd+2] (bis(tricyclohexylphosphine)palladium (II) dichloride). Solvent: O (water). Product: C(C)(C)(C)OC(=O)N1CCN(CC1)C1=NC=C(C=C1C)C1CC1 (4-(5-cyclopropyl-3-methylpyridin-2-yl)piperazine-1-carboxylic acid tert-butyl ester). The yield is 68.6%. RXN SMILES: [C:1]([O:5][C:6]([N:8]1[CH2:13][CH2:12][N:11]([C:14]2[C:19]([CH3:20])=[CH:18][C:17](Br)=[CH:16][N:15]=2)[CH2:10][CH2:9]1)=[O:7])([CH3:4])([CH3:3])[CH3:2].P([O-])([O-])([O-])=O.[K+].[K+].[K+].[CH:30]1(B(O)O)[CH2:32][CH2:31]1.C1(C)C=CC=CC=1>C1CCC(P(C2CCCCC2)C2CCCCC2)CC1.C1CCC(P(C2CCCCC2)C2CCCCC2)CC1.[Cl-].[Cl-].[Pd+2].O>[C:1]([O:5][C:6]([N:8]1[CH2:13][CH2:12][N:11]([C:14]2[C:19]([CH3:20])=[CH:18][C:17]([CH:30]3[CH2:32][CH2:31]3)=[CH:16][N:15]=2)[CH2:10][CH2:9]1)=[O:7])([CH3:4])([CH3:3])[CH3:2] |f:1.2.3.4,7.8.9.10.11|. Procedure details: To a mixture of 4-(5-bromo-3-methylpyridin-2-yl)piperazine-1-carboxylic acid tert-butyl ester (3.6 g), bis(tricyclohexylphosphine)palladium (II) dichloride (396 mg), tripotassium phosphate (12 g) and cyclopropylboronic acid (2.1 g) were added toluene (30 mL) and water (1.5 mL), and the mixture was refluxed for 8 hr. After cooling, the mixture was extracted with ethyl acetate, washed with saturated brine, and the solvent was evaporated. The residue was purified by column chromatography (chlorofor... The reactants are C(C)N(C(C)C)C(C)C (N-ethyl-N,N-diisopropylamine), C(C(C)C)NCC1=CC=C(C=C1)C(F)(F)F (N-Isobutyl-N-[4-(trifluoromethyl)benzyl]amine), ClC(COC1=CC=C(C=C1)CCOC1=C(C(=O)OC)C=CC=C1)=O (methyl 2-{2-[4-(2-chloro-2-oxoethoxy)phenyl]ethoxy}benzoate). Run in C(C)#N (acetonitrile). Conditions: time 30 minute. The product is C(C(C)C)N(C(COC1=CC=C(C=C1)CCOC1=C(C(=O)OC)C=CC=C1)=O)CC1=CC=C(C=C1)C(F)(F)F (methyl 2-{2-[4-(2-{isobutyl[4-(trifluoromethyl)benzyl]amino}-2-oxoethoxy)phenyl]ethoxy}benzoate). Isolated yield 77.7%. Reaction SMILES: [CH2:1]([NH:5][CH2:6][C:7]1[CH:12]=[CH:11][C:10]([C:13]([F:16])([F:15])[F:14])=[CH:9][CH:8]=1)[CH:2]([CH3:4])[CH3:3].C(N(C(C)C)C(C)C)C.Cl[C:27](=[O:49])[CH2:28][O:29][C:30]1[CH:35]=[CH:34][C:33]([CH2:36][CH2:37][O:38][C:39]2[CH:48]=[CH:47][CH:46]=[CH:45][C:40]=2[C:41]([O:43][CH3:44])=[O:42])=[CH:32][CH:31]=1>C(#N)C>[CH2:1]([N:5]([CH2:6][C:7]1[CH:8]=[CH:9][C:10]([C:13]([F:14])([F:15])[F:16])=[CH:11][CH:12]=1)[C:27](=[O:49])[CH2:28][O:29][C:30]1[CH:31]=[CH:32][C:33]([CH2:36][CH2:37][O:38][C:39]2[CH:48]=[CH:47][CH:46]=[CH:45][C:40]=2[C:41]([O:43][CH3:44])=[O:42])=[CH:34][CH:35]=1)[CH:2]([CH3:4])[CH3:3]. Reported procedure: N-Isobutyl-N-[4-(trifluoromethyl)benzyl]amine (0.172 g, 0.746 mol) was dissolved in dry acetonitrile under N2 and N-ethyl-N,N-diisopropylamine (0.371 g, 2.867 mmol) was added. The mixture was stirred for 30 min and methyl 2-{2-[4-(2-chloro-2-oxoethoxy)phenyl]ethoxy}benzoate (0.200 g, 0.573 mmol) was added. The solution was stirred over night at room temperature. The crude was purified by flash chromatography (started with isocratic heptane/EtOAc 50/50 and then the EtOAc concentration was increas... Starting materials: COC(=O)CCCCCOc1cc2c(cc1N)nc(-c1ccc(OC)cc1)n2-c1ccc(OC)cc1, [Cl-], O=S(=O)(O)c1ccc(Cl)cc1. Yields the product COC(=O)CCCCCOc1cc2c(cc1NS(=O)(=O)c1ccc(Cl)cc1)nc(-c1ccc(OC)cc1)n2-c1ccc(OC)cc1. Reaction SMILES: [CH3:1][O:2][C:3]([CH2:4][CH2:5][CH2:6][CH2:7][CH2:8][O:9][c:10]1[c:11]([NH2:35])[cH:12][c:13]2[c:14]([n:15](-[c:26]3[cH:27][cH:28][c:29]([O:32][CH3:33])[cH:30][cH:31]3)[c:16](-[c:18]3[cH:19][cH:20][c:21]([O:24][CH3:25])[cH:22][cH:23]3)[n:17]2)[cH:34]1)=[O:36].[Cl-:37].[Cl:38][c:39]1[cH:40][cH:41][c:42]([S:45](=[O:46])(=[O:47])[OH:48])[cH:43][cH:44]1>>[CH3:1][O:2][C:3]([CH2:4][CH2:5][CH2:6][CH2:7][CH2:8][O:9][c:10]1[c:11]([NH:35][S:45]([c:42]2[cH:41][cH:40][c:39]([Cl:38])[cH:44][cH:43]2)(=[O:46])=[O:47])[cH:12][c:13]2[c:14]([n:15](-[c:26]3[cH:27][cH:28][c:29]([O:32][CH3:33])[cH:30][cH:31]3)[c:16](-[c:18]3[cH:19][cH:20][c:21]([O:24][CH3:25])[cH:22][cH:23]3)[n:17]2)[cH:34]1)=[O:36]. Reactants: C1=C(C=CC2=CC=CC=C12)C(=O)O (2-naphthalene carboxylic acid), C1(=CC=CC=C1)COC(=O)NCCC[C@@H](N)C(=O)O ((R)-N5 -(phenylmethoxycarbonyl)-ornithine). Product: C1=C(C=CC2=CC=CC=C12)C(=O)N[C@H](CCCNC(=O)OCC1=CC=CC=C1)C(=O)O ((R)-N2 -[(2-Naphthyl)carbonyl]-N5 -(phenylmethoxycarbonyl)-ornithine). Isolated yield 73.0%. RXN SMILES: [CH:1]1[C:10]2[C:5](=[CH:6][CH:7]=[CH:8][CH:9]=2)[CH:4]=[CH:3][C:2]=1[C:11]([OH:13])=O.[C:14]1([CH2:20][O:21][C:22]([NH:24][CH2:25][CH2:26][CH2:27][C@H:28]([C:30]([OH:32])=[O:31])[NH2:29])=[O:23])[CH:19]=[CH:18][CH:17]=[CH:16][CH:15]=1>>[CH:1]1[C:10]2[C:5](=[CH:6][CH:7]=[CH:8][CH:9]=2)[CH:4]=[CH:3][C:2]=1[C:11]([NH:29][C@@H:28]([C:30]([OH:32])=[O:31])[CH2:27][CH2:26][CH2:25][NH:24][C:22]([O:21][CH2:20][C:14]1[CH:19]=[CH:18][CH:17]=[CH:16][CH:15]=1)=[O:23])=[O:13]. Procedure details: Prepared analogously to Example 4a) from 2-naphthalene carboxylic acid and (R)-N5 -(phenylmethoxycarbonyl)-ornithine in a yield of 73% of theory. Colourless crystals, Mp. 155-157° C. Starting materials: C(C)OC=1C=C2C(=CC(NC2=CC1)(C)C)C (6-ethoxy-2,2,4-trimethyl-1,2-dihydroquinoline), B(Br)(Br)Br (boron tribromide), B(Br)(Br)Br (boron tribromide). The solvent is ClCCl (dichloromethane). Reaction conditions: time 2 hour. Yields the product CC1(NC2=CC=C(C=C2C(=C1)C)O)C (2,2,4-trimethyl-1,2-dihydroquinolin-6-ol). Yield: 45.9%. Reaction SMILES: C([O:3][C:4]1[CH:5]=[C:6]2[C:11](=[CH:12][CH:13]=1)[NH:10][C:9]([CH3:15])([CH3:14])[CH:8]=[C:7]2[CH3:16])C.B(Br)(Br)Br>ClCCl>[CH3:14][C:9]1([CH3:15])[CH:8]=[C:7]([CH3:16])[C:6]2[C:11](=[CH:12][CH:13]=[C:4]([OH:3])[CH:5]=2)[NH:10]1. Procedure details: A solution of 31 g of 6-ethoxy-2,2,4-trimethyl-1,2-dihydroquinoline in 300 mL of dichloromethane was treated with 30 mL of boron tribromide dropwise at −78° C. After the addition of boron tribromide, the cooling bath was removed and the reaction mixture was allowed to warm to room temperature. The resulting mixture was stirred at room temperature for 2 hours. The reaction mixture was then poured into crushed ice and the pH was adjusted to 9 with sodium bicarbonate. The product was the extracted ... The reactants are COC(Cl)Cl (dichloromethyl methyl ether), COC1=C(C(OC)=CC=C1)Cl (2-chlororesorcinol dimethyl ether), O (H2O). The reagents and catalysts are Cl[Ti](Cl)(Cl)Cl (TiCl4). Run in C(Cl)Cl (CH2Cl2). The product is ClC=1C(=C(C=O)C=CC1OC)OC (3-chloro-2,4-dimethoxybenzaldehyde). Reaction SMILES: [CH3:1][O:2][C:3]1[CH:10]=[CH:9][CH:8]=[C:5]([O:6][CH3:7])[C:4]=1[Cl:11].[CH3:12][O:13]C(Cl)Cl.O>C(Cl)Cl.Cl[Ti](Cl)(Cl)Cl>[Cl:11][C:4]1[C:3]([O:2][CH3:1])=[C:10]([CH:9]=[CH:8][C:5]=1[O:6][CH3:7])[CH:12]=[O:13]. Procedure: 2-chlororesorcinol dimethyl ether (3.4 g) is dissolved in 20 ml of CH2Cl2 and TiCl4 (4.3 ml) is added. To this solution is added dichloromethyl methyl ether (2.3 g). After 30 minutes the reaction mixture is poured into H2O and extracted with ether. Drying and evaporation gives 3-chloro-2,4-dimethoxybenzaldehyde, mp 107°-108° C. Reactants: N#Cc1ccc(-c2ncccc2C(F)(F)F)nc1N, [Na+], [OH-], O=S(=O)(O)O. The product is NC(=O)c1ccc(-c2ncccc2C(F)(F)F)nc1N. RXN SMILES: [NH2:1][c:2]1[c:3]([C:18]#[N:19])[cH:4][cH:5][c:6](-[c:8]2[n:9][cH:10][cH:11][cH:12][c:13]2[C:14]([F:15])([F:16])[F:17])[n:7]1.[Na+:21].[OH-:20].[S:22](=[O:23])(=[O:24])([OH:25])[OH:26]>>[NH2:1][c:2]1[c:3]([C:18]([NH2:19])=[O:20])[cH:4][cH:5][c:6](-[c:8]2[n:9][cH:10][cH:11][cH:12][c:13]2[C:14]([F:15])([F:16])[F:17])[n:7]1. Starting materials: C(C)OC(C(OCC)Cl)=O (2-chloro-2-ethoxyacetic acid ethyl ester), [H-].[Na+] (Sodium hydride), OC1=NC=CC=C1[N+](=O)[O-] (2-hydroxy-3-nitropyridine), 0C. The solvent is CN(C)C=O (DMF), CN(C)C=O (DMF), CCOC(=O)C (EtOAc). Run at temperature 0 celsius, time 30 minute. Yields the product C(C)OC(C(N1C(C(=CC=C1)[N+](=O)[O-])=O)OCC)=O ((RS)-ethoxy-(3-nitro-2-oxo-2H-pyridin-1-yl)-acetic acid ethyl ester). Isolated yield 56.0%. As a reaction SMILES: [H-].[Na+].[OH:3][C:4]1[C:9]([N+:10]([O-:12])=[O:11])=[CH:8][CH:7]=[CH:6][N:5]=1.[CH2:13]([O:15][C:16](=[O:22])[CH:17](Cl)[O:18][CH2:19][CH3:20])[CH3:14]>CN(C=O)C.CCOC(C)=O>[CH2:13]([O:15][C:16](=[O:22])[CH:17]([O:18][CH2:19][CH3:20])[N:5]1[CH:6]=[CH:7][CH:8]=[C:9]([N+:10]([O-:12])=[O:11])[C:4]1=[O:3])[CH3:14] |f:0.1|. Procedure details: Sodium hydride (60% dispersion in mineral oil, 1.228 g=0.74 g NaH) was suspended in DMF (45 ml) under an argon atmosphere. The stirred suspension was cooled to 0° C. and 2-hydroxy-3-nitropyridine (4 g) was added portion wise over a period of 45 min. The mixture containing a compact yellow precipitate was then stirred at r.t. for 30 min and was cooled again to 0C. A solution of 2-chloro-2-ethoxyacetic acid ethyl ester (4.99 g) in DMF (5 ml) was then added and stirring at r.t. was continued for 2 ...